This data is from the Open Reaction Database (ORD), a public repository of structured organic reaction records. The task is: describe an organic reaction: reactants, conditions, products, and yield Starting materials: CC(C)Sc1cc(-c2ccc(OCCBr)cc2)ccc1C(=O)NS(C)(=O)=O, CN(C)C=O, CC(C)NC(C)C, Cl, CC(N)C(O)c1ccc(O)cc1, C1COCCO1. Product: Cl, CC(C)Sc1cc(-c2ccc(OCCNC(C)C(O)c3ccc(O)cc3)cc2)ccc1C(=O)NS(C)(=O)=O. Reaction SMILES: [Br:20][CH2:21][CH2:22][O:23][c:24]1[cH:25][cH:26][c:27](-[c:30]2[cH:31][c:32]([S:43][CH:44]([CH3:45])[CH3:46])[c:33]([C:36](=[O:37])[NH:38][S:39](=[O:40])(=[O:41])[CH3:42])[cH:34][cH:35]2)[cH:28][cH:29]1.[CH3:54][N:55]([CH3:56])[CH:57]=[O:58].[CH:13]([NH:14][CH:15]([CH3:16])[CH3:17])([CH3:18])[CH3:19].[ClH:53].[NH2:1][CH:2]([CH:3]([OH:4])[c:5]1[cH:6][cH:7][c:8]([OH:11])[cH:9][cH:10]1)[CH3:12].[O:47]1[CH2:48][CH2:49][O:50][CH2:51][CH2:52]1>>[ClH:53].[NH:1]([CH:2]([CH:3]([OH:4])[c:5]1[cH:6][cH:7][c:8]([OH:11])[cH:9][cH:10]1)[CH3:12])[CH2:21][CH2:22][O:23][c:24]1[cH:25][cH:26][c:27](-[c:30]2[cH:31][c:32]([S:43][CH:44]([CH3:45])[CH3:46])[c:33]([C:36](=[O:37])[NH:38][S:39](=[O:40])(=[O:41])[CH3:42])[cH:34][cH:35]2)[cH:28][cH:29]1. Reactants: CS(=O)(=O)c1ccc(O)cc1, CCO, Cc1cc(CCl)c2ccccc2n1, Cl, [Na+], [OH-], O. Product: Cc1cc(COc2ccc(S(C)(=O)=O)cc2)c2ccccc2n1. RXN SMILES: [CH3:15][S:16](=[O:17])(=[O:18])[c:19]1[cH:20][cH:21][c:22]([OH:25])[cH:23][cH:24]1.[CH3:29][CH2:30][OH:31].[Cl:2][CH2:3][c:4]1[cH:5][c:6]([CH3:14])[n:7][c:8]2[cH:9][cH:10][cH:11][cH:12][c:13]12.[ClH:1].[Na+:27].[OH-:26].[OH2:28]>>[CH2:3]([c:4]1[cH:5][c:6]([CH3:14])[n:7][c:8]2[cH:9][cH:10][cH:11][cH:12][c:13]12)[O:25][c:22]1[cH:21][cH:20][c:19]([S:16]([CH3:15])(=[O:17])=[O:18])[cH:24][cH:23]1.